This data is from the Open Reaction Database (ORD), a public repository of structured organic reaction records. The task is: describe an organic reaction: reactants, conditions, products, and yield Reactants: COC(=O)C1=Cc2cc(OC)ccc2-c2c(C3CCCCC3)c3ccc(C(=O)OC(C)(C)C)cc3n2C1, CC(Cl)Cl, O=C(O)C(F)(F)F. Yields the product COC(=O)C1=Cc2cc(OC)ccc2-c2c(C3CCCCC3)c3ccc(C(=O)O)cc3n2C1. Reaction SMILES: [CH:8]1([c:14]2[c:15]3[cH:16][cH:17][c:18]([C:38](=[O:39])[O:40][C:41]([CH3:42])([CH3:43])[CH3:44])[cH:19][c:20]3[n:21]3[c:22]2-[c:23]2[c:24]([cH:32][c:33]([O:36][CH3:37])[cH:34][cH:35]2)[CH:25]=[C:26]([C:28](=[O:29])[O:30][CH3:31])[CH2:27]3)[CH2:9][CH2:10][CH2:11][CH2:12][CH2:13]1.[Cl:45][CH:46]([Cl:47])[CH3:48].[OH:1][C:2]([C:3]([F:4])([F:5])[F:6])=[O:7]>>[CH:8]1([c:14]2[c:15]3[cH:16][cH:17][c:18]([C:38](=[O:39])[OH:40])[cH:19][c:20]3[n:21]3[c:22]2-[c:23]2[c:24]([cH:32][c:33]([O:36][CH3:37])[cH:34][cH:35]2)[CH:25]=[C:26]([C:28](=[O:29])[O:30][CH3:31])[CH2:27]3)[CH2:9][CH2:10][CH2:11][CH2:12][CH2:13]1.